Task: describe an organic reaction: reactants, conditions, products, and yield. Dataset: the Open Reaction Database (ORD), a public repository of structured organic reaction records Starting materials: C(C)(=O)OCC (ethyl acetate), [C-]#N.[Na+] (Sodium cyanide), NC1=CC=C(C=C1)C (p-toluidine), C1(CCCCC1)=O (cyclohexanone). The solvent is C(C)(=O)O (acetic acid). Reaction conditions: time 12 hour. Yields the product NC1(CCCCC1)C#N (aminocyclohexanenitrile), CC1=CC=C(C=C1)NC1(CCCCC1)C#N (1-(4-methylphenyl)aminocyclohexanenitrile). Yield: 186.0%. RXN SMILES: [C-:1]#[N:2].[Na+].[NH2:4][C:5]1[CH:10]=[CH:9][C:8]([CH3:11])=[CH:7][CH:6]=1.[C:12]1(=O)[CH2:17][CH2:16][CH2:15][CH2:14][CH2:13]1.C(OCC)(=O)C>C(O)(=O)C>[NH2:2][C:12]1([C:5]#[N:4])[CH2:17][CH2:16][CH2:15][CH2:14][CH2:13]1.[CH3:11][C:8]1[CH:9]=[CH:10][C:5]([NH:4][C:12]2([C:1]#[N:2])[CH2:17][CH2:16][CH2:15][CH2:14][CH2:13]2)=[CH:6][CH:7]=1 |f:0.1|. Procedure details: Sodium cyanide (0.147 g, 3 mmol) was added to a mixture of p-toluidine (0.214 g, 2 mmol) and cyclohexanone (0.294 g, 3 mmol) in acetic acid 90% (3 ml). The reaction mixture was stirred at room temperature for 12 h and then 20 ml of ethyl acetate was added. The organic layer was washed with water (3×10 ml), dried over magnesium sulfate and concentrated under vacuum to dryness to yield 14-methylphenyl)aminocyclohexanenitrile, 9a (0.398 g, 1.86 mmol, 93%) as a brown solid. Yields the product [Si](C)(C)(C(C)(C)C)OC1=CC=C(C=C1)CCC(=O)OCC (Ethyl 3-(4-t-butyldimethylsilyloxyphenyl)propionate). Reactants: OC1=CC=C(C=C1)CCC(=O)OCC (ethyl 3-(4-hydroxyphenyl)propionate), [Si](C)(C)(C(C)(C)C)Cl (t-butyldimethylsilyl chloride), N1C=NC=C1 (imidazole). Conditions: time 14 hour. Reaction SMILES: [OH:1][C:2]1[CH:7]=[CH:6][C:5]([CH2:8][CH2:9][C:10]([O:12][CH2:13][CH3:14])=[O:11])=[CH:4][CH:3]=1.[Si:15](Cl)([C:18]([CH3:21])([CH3:20])[CH3:19])([CH3:17])[CH3:16].N1C=CN=C1>CN(C)C=O>[Si:15]([O:1][C:2]1[CH:3]=[CH:4][C:5]([CH2:8][CH2:9][C:10]([O:12][CH2:13][CH3:14])=[O:11])=[CH:6][CH:7]=1)([C:18]([CH3:21])([CH3:20])[CH3:19])([CH3:17])[CH3:16]. The solvent is CN(C=O)C (dimethylformamide). Procedure: To a solution of ethyl 3-(4-hydroxyphenyl)propionate (940 mg, 4.84 mmol) in anhydrous dimethylformamide (9.4 mL) were added t-butyldimethylsilyl chloride (1.0 g, 6.6 mmol) and imidazole (490 mg, 1.5 mmol) at room temperature, and the mixture was left standing at the same temperature for 14 h. The reaction mixture was directly concentrated, and subjected to silica gel column chromatography (hexane-ethyl acetate 25:1→20:1) to give 1.49 g (quantitative) of the title compound as a solid.